This data is from the Open Reaction Database (ORD), a public repository of structured organic reaction records. The task is: describe an organic reaction: reactants, conditions, products, and yield The reactants are ClCCl, Cc1ccc(C(O)C#CC2(O)CCC3(CC2)OCCO3)cc1. RXN SMILES: [Cl:23][CH2:24][Cl:25].[OH:1][CH:2]([C:3]#[C:4][C:5]1([OH:15])[CH2:6][CH2:7][C:8]2([O:9][CH2:10][CH2:11][O:12]2)[CH2:13][CH2:14]1)[c:16]1[cH:17][cH:18][c:19]([CH3:22])[cH:20][cH:21]1>>[O:1]=[C:2]([C:3]#[C:4][C:5]1([OH:15])[CH2:6][CH2:7][C:8]2([O:9][CH2:10][CH2:11][O:12]2)[CH2:13][CH2:14]1)[c:16]1[cH:17][cH:18][c:19]([CH3:22])[cH:20][cH:21]1. Product: Cc1ccc(C(=O)C#CC2(O)CCC3(CC2)OCCO3)cc1. Starting materials: FC(S(=O)(=O)OC1=C(C=CC(=C1)O)C1=C(C=CC(=C1)OC)F)(F)F (2′-fluoro-4-hydroxy-5′-methoxybiphenyl-2-yl trifluoromethanesulfonate), C1(CC1)C(CC(=O)OCC)C1=CC(=CC=C1)CO (ethyl 3-cyclopropyl-3-(3-(hydroxymethyl)phenyl)propanoate), C1(=CC=CC=C1)P(C1=CC=CC=C1)C1=CC=CC=C1 (triphenylphosphine), solution, N(=NC(=O)OCC)C(=O)OCC (diethyl azodicarboxylate). Run in O (Water), C1CCOC1 (THF), C1(=CC=CC=C1)C (toluene). Yields the product C1(CC1)C(CC(=O)OCC)C1=CC(=CC=C1)COC1=CC(=C(C=C1)C1=C(C=CC(=C1)OC)F)OS(=O)(=O)C(F)(F)F (ethyl 3-cyclopropyl-3-(3-(((2′-fluoro-5′-methoxy-2-(((trifluoromethyl)sulfonyl)oxy)biphenyl-4-yl)oxy)methyl)phenyl)propanoate). The yield is 80.8%. Reaction SMILES: [F:1][C:2]([F:24])([F:23])[S:3]([O:6][C:7]1[CH:12]=[C:11]([OH:13])[CH:10]=[CH:9][C:8]=1[C:14]1[CH:19]=[C:18]([O:20][CH3:21])[CH:17]=[CH:16][C:15]=1[F:22])(=[O:5])=[O:4].[CH:25]1([CH:28]([C:35]2[CH:40]=[CH:39][CH:38]=[C:37]([CH2:41]O)[CH:36]=2)[CH2:29][C:30]([O:32][CH2:33][CH3:34])=[O:31])[CH2:27][CH2:26]1.C1(P(C2C=CC=CC=2)C2C=CC=CC=2)C=CC=CC=1.N(C(OCC)=O)=NC(OCC)=O>C1COCC1.C1(C)C=CC=CC=1.O>[CH:25]1([CH:28]([C:35]2[CH:40]=[CH:39][CH:38]=[C:37]([CH2:41][O:13][C:11]3[CH:10]=[CH:9][C:8]([C:14]4[CH:19]=[C:18]([O:20][CH3:21])[CH:17]=[CH:16][C:15]=4[F:22])=[C:7]([O:6][S:3]([C:2]([F:23])([F:1])[F:24])(=[O:5])=[O:4])[CH:12]=3)[CH:36]=2)[CH2:29][C:30]([O:32][CH2:33][CH3:34])=[O:31])[CH2:27][CH2:26]1. Procedure details: To a solution of 2′-fluoro-4-hydroxy-5′-methoxybiphenyl-2-yl trifluoromethanesulfonate (1.30 g) in THF (30 mL) were added ethyl 3-cyclopropyl-3-(3-(hydroxymethyl)phenyl)propanoate (1.02 g), triphenylphosphine (1.87 g) and a 40% solution of diethyl azodicarboxylate in toluene (3.2 mL), and the mixture was stirred at room temperature for 1 hr. Water was added to the reaction mixture, and the mixture was extracted with ethyl acetate. The extract was washed with saturated brine and dried over anhydr... The product is CC=1N=C(SC1C(=O)N)N1C(N(CC1)CC1=CC=C(C=C1)OC(F)(F)F)=O (4-methyl-2-(2-oxo-3-(4-(trifluoromethoxy)benzyl)imidazolidin-1-yl)thiazole-5-carboxamide). As a reaction SMILES: FC1C=CC(C[N:7]2C(=O)N(C3SC(C(O)=O)=C(C)N=3)C=N2)=CC=1.[CH3:24][C:25]1[N:26]=[C:27]([N:33]2[CH2:37][CH2:36][N:35]([CH2:38][C:39]3[CH:44]=[CH:43][C:42]([O:45][C:46]([F:49])([F:48])[F:47])=[CH:41][CH:40]=3)[C:34]2=[O:50])[S:28][C:29]=1[C:30]([OH:32])=O>>[CH3:24][C:25]1[N:26]=[C:27]([N:33]2[CH2:37][CH2:36][N:35]([CH2:38][C:39]3[CH:44]=[CH:43][C:42]([O:45][C:46]([F:48])([F:47])[F:49])=[CH:41][CH:40]=3)[C:34]2=[O:50])[S:28][C:29]=1[C:30]([NH2:7])=[O:32]. The reactants are FC1=CC=C(CN2N=CN(C2=O)C=2SC(=C(N2)C)C(=O)O)C=C1 (2-(1-(4-fluorobenzyl)-5-oxo-1H-1,2,4-triazol-4(5H)-yl)-4-methyl-thiazole-5-carboxylic acid), CC=1N=C(SC1C(=O)O)N1C(N(CC1)CC1=CC=C(C=C1)OC(F)(F)F)=O (4-methyl-2-(2-oxo-3-(4-(trifluoromethoxy)benzyl)-imidazolidin-1-yl)thiazole-5-carboxylic acid). Reported procedure: Following the procedure as described in Example 1, making variations as required to replace 2-(1-(4-fluorobenzyl)-5-oxo-1H-1,2,4-triazol-4(5H)-yl)-4-methyl-thiazole-5-carboxylic acid with 4-methyl-2-(2-oxo-3-(4-(trifluoromethoxy)benzyl)-imidazolidin-1-yl)thiazole-5-carboxylic acid, the title compound was obtained as a colorless solid: mp 185-187° C.; 1H NMR (300 MHz, DMSO-d6) δ 7.42 (d, J=8.7 Hz, 2H), 7.33 (d, J=8.2 Hz, 2H), 7.29 (br, 2H), 4.44 (s, 2H), 4.01 (t, J=7.3 Hz, 2H), 3.48 (t, J=7.3 Hz,... The reactants are CC(=O)OC(C)=O, Cc1nc(-c2ccccc2)sc1C(=O)N1CCC(F)(F)C(=CC(=O)N2CCC(=NO)CC2)c2ccccc21, c1ccncc1. The product is CC(=O)ON=C1CCN(C(=O)C=C2c3ccccc3N(C(=O)c3sc(-c4ccccc4)nc3C)CCC2(F)F)CC1. As a reaction SMILES: [CH3:39][C:40](=[O:41])[O:42][C:43](=[O:44])[CH3:45].[F:1][C:2]1([F:38])[CH2:3][CH2:4][N:5]([C:24](=[O:25])[c:26]2[c:27]([CH3:37])[n:28][c:29](-[c:31]3[cH:32][cH:33][cH:34][cH:35][cH:36]3)[s:30]2)[c:6]2[c:7]([cH:20][cH:21][cH:22][cH:23]2)[C:8]1=[CH:9][C:10](=[O:11])[N:12]1[CH2:13][CH2:14][C:15](=[N:18][OH:19])[CH2:16][CH2:17]1.[cH:46]1[cH:47][cH:48][n:49][cH:50][cH:51]1>>[F:1][C:2]1([F:38])[CH2:3][CH2:4][N:5]([C:24](=[O:25])[c:26]2[c:27]([CH3:37])[n:28][c:29](-[c:31]3[cH:32][cH:33][cH:34][cH:35][cH:36]3)[s:30]2)[c:6]2[c:7]([cH:20][cH:21][cH:22][cH:23]2)[C:8]1=[CH:9][C:10](=[O:11])[N:12]1[CH2:13][CH2:14][C:15](=[N:18][O:19][C:40]([CH3:39])=[O:41])[CH2:16][CH2:17]1. Product: ClC1=CC=C(C=C1)N1C(N(C=C1C1=CC=CC=C1)CC(=O)O)=O ([3-(4-Chlorophenyl)-2-oxo-4-phenyl-4-imidazolin-1-yl] acetic acid). Procedure details: 13.6 g of [3-(4-chlorophenyl)-2-oxo-4-phenyl-4-imidazolin-1-yl] acetic acid ethyl ester and 1.52 g of NaOH are dissolved in 80 cc. of ethanol and the mixture is stirred at room temperature for 24 hours. The alcohol is distilled off in a vacuum and the residue is dissolved in water. The aqueous solution is shaken with ether, the aqueous phase is acidified with dilute hydrochloric acid and the precipitated acid is separated and dried. Reactants: C(C)OC(CN1C(N(C(=C1)C1=CC=CC=C1)C1=CC=C(C=C1)Cl)=O)=O ([3-(4-chlorophenyl)-2-oxo-4-phenyl-4-imidazolin-1-yl] acetic acid ethyl ester), [OH-].[Na+] (NaOH). Run in C(C)O (ethanol). Reaction SMILES: C([O:3][C:4](=[O:25])[CH2:5][N:6]1[CH:10]=[C:9]([C:11]2[CH:16]=[CH:15][CH:14]=[CH:13][CH:12]=2)[N:8]([C:17]2[CH:22]=[CH:21][C:20]([Cl:23])=[CH:19][CH:18]=2)[C:7]1=[O:24])C.[OH-].[Na+]>C(O)C>[Cl:23][C:20]1[CH:21]=[CH:22][C:17]([N:8]2[C:9]([C:11]3[CH:16]=[CH:15][CH:14]=[CH:13][CH:12]=3)=[CH:10][N:6]([CH2:5][C:4]([OH:25])=[O:3])[C:7]2=[O:24])=[CH:18][CH:19]=1 |f:1.2|. The reactants are S(O)(O)(=O)=O (sulphuric acid), [C-]#N.[Na+] (sodium cyanide), FC1=C(C=C(C=C1)C=C(C)C)C(F)(F)F (1-fluoro-4-(2-methyl-propenyl)-2-trifluoromethyl-benzene), [OH-].[Na+] (sodium hydroxide). Solvent: C(C)(=O)O (acetic acid), C(C)(=O)O (acetic acid), C(C)(=O)O (acetic acid). Conditions: temperature 55 celsius, time 1 hour. The product is FC1=C(C=C(C=C1)CC(C)(C)NC=O)C(F)(F)F (N-[2-(4-fluoro-3-trifluoromethyl-phenyl)-1,1-dimethyl-ethyl]-formamide). RXN SMILES: S(=O)(=O)(O)O.[C-:6]#[N:7].[Na+].[F:9][C:10]1[CH:15]=[CH:14][C:13]([CH:16]=[C:17]([CH3:19])[CH3:18])=[CH:12][C:11]=1[C:20]([F:23])([F:22])[F:21].[OH-:24].[Na+]>C(O)(=O)C>[F:9][C:10]1[CH:15]=[CH:14][C:13]([CH2:16][C:17]([NH:7][CH:6]=[O:24])([CH3:19])[CH3:18])=[CH:12][C:11]=1[C:20]([F:21])([F:22])[F:23] |f:1.2,4.5|. Procedure: A solution of 30 mL conc. sulphuric acid and 15 mL glacial acetic acid is added dropwise to 1.0 g (20.4 mmol) sodium cyanide in 15 mL glacial acetic acid, while the temperature rises to approx. 30° C. Then 3.4 g (15.6 mmol) 1-fluoro-4-(2-methyl-propenyl)-2-trifluoromethyl-benzene, dissolved in 15 mL glacial acetic acid, are added and the mixture is stirred for 1 hour at 50-60° C. After cooling to ambient temperature the mixture is poured onto ice water and made alkaline with sodium hydroxide sol... Reactants: mixture, [N+](=O)([O-])C1=CC=C(C(=O)O)C=C1 (p-nitrobenzoic acid), C(C1=CC=CC=C1)NCCO (N-benzylethanolamine), OCC1CNCCO1 (2-hydroxymethylmorpholine), O1CCNCCC1 (1,4-oxazepane), C(Cl)[C@@H]1CO1 ((S)-epichlorohydrin), [OH-].[Na+] (NaOH), C(C1=CC=CC=C1)N1CC(OCC1)CO (N-benzyl-2-hydroxymethylmorpholine), C(C1=CC=CC=C1)N1CCOCCC1 (N-benzyl-1,4-oxazepane), C(C1=CC=CC=C1)N1CC(OCC1)CO (N-benzyl-2-hydroxymethylmorpholine), C(C1=CC=CC=C1)N1CCOCCC1 (N-benzyl-1,4-oxazepane). The reagents and catalysts are [C].[Pd] (palladium carbon). The solvent is CO (methanol), CO (methanol), O (water), CC(C)O (2-propanol). Run at temperature 10 celsius, time 30 minute. Yields the product [N+](=O)([O-])C1=CC=C(C(=O)O)C=C1.OC[C@H]1CNCCO1 ((R)-2-hydroxymethylmorpholine p-nitrobenzoate). Yield: 41.3%. Reaction SMILES: C(NCCO)C1C=CC=CC=1.C([C@H]1OC1)Cl.[OH-:17].[Na+].C([N:26]1[CH2:31][CH2:30][O:29][CH:28]([CH2:32][OH:33])[CH2:27]1)C1C=CC=CC=1.C(N1CCCOCC1)C1C=CC=CC=1.OCC1OCCNC1.O1CCCNCC1.[N+:63]([C:66]1[CH:74]=[CH:73][C:69]([C:70]([OH:72])=[O:71])=[CH:68][CH:67]=1)([O-])=[O:64]>[C].[Pd].CO.O.CC(O)C>[N+:63]([C:66]1[CH:67]=[CH:68][C:69]([C:70]([OH:72])=[O:71])=[CH:73][CH:74]=1)([O-:64])=[O:17].[OH:33][CH2:32][C@@H:28]1[O:29][CH2:30][CH2:31][NH:26][CH2:27]1 |f:2.3,9.10,14.15|. Procedure details: To a mixture of N-benzylethanolamine (302.4 g, 2.0 mol), 2-propanol (185 ml) and water (185 ml) was added dropwise at 15 to 25° C. (S)-epichlorohydrin (185.0 g, 2.0 mol, 99% ee). After reaction at 15 to 25° C. for 7 hr, aqueous 24% NaOH solution (NET 104 g, 2.6 mol) was added at 5 to 10° C. After reaction at 25° C. for 20 hr, the reaction mixture was concentrated under reduced pressure to evaporate 2-propanol. To the residue was added toluene (555 ml) and, after partitioning, the organic layer w...